From a dataset of the Open Reaction Database (ORD), a public repository of structured organic reaction records. describe an organic reaction: reactants, conditions, products, and yield Run at time 2 day. Procedure details: (1R,2S)-ethyl 1-(tert-butoxycarbonylamino)-2-cyclopropylcyclopropanecarboxylate (0.578 g, 2.15 mmol), was dissolved in 10 mL mixed solvent of THF:MeOH:water (2:2:1 v/v), followed by addition of LiOH—H2O (0.270 g, 6.44 mmol) in one portion at rt. Stirred it at rt over 2 days. After removal of most solvent, the white solid reaction residue was taken up in water (30 mL) and washed with ether (30 mL). The aqueous layer was then acidified with 1N HCl until pH reached 2. It was then extracted with EtO... Yields the product C(C)(C)(C)OC(=O)N[C@]1([C@@H](C1)C1CC1)C(=O)O ((1R,2S)-1-(tert-butoxycarbonylamino)-2-cyclopropylcyclopropane carboxylic acid). The reactants are C(C)(C)(C)OC(=O)N[C@]1([C@@H](C1)C1CC1)C(=O)OCC ((1R,2S)-ethyl 1-(tert-butoxycarbonylamino)-2-cyclopropylcyclopropanecarboxylate), C1CCOC1.CO.O (THF MeOH water), O[Li].O (LiOH—H2O). As a reaction SMILES: [C:1]([O:5][C:6]([NH:8][C@:9]1([C:15]([O:17]CC)=[O:16])[CH2:11][C@H:10]1[CH:12]1[CH2:14][CH2:13]1)=[O:7])([CH3:4])([CH3:3])[CH3:2].C1COCC1.CO.O.O[Li].O>O>[C:1]([O:5][C:6]([NH:8][C@:9]1([C:15]([OH:17])=[O:16])[CH2:11][C@H:10]1[CH:12]1[CH2:14][CH2:13]1)=[O:7])([CH3:4])([CH3:2])[CH3:3] |f:1.2.3,4.5|. The solvent is O (water). Starting materials: COC(=O)C=1C=CC=2N(C(C3=C(N2)CCC3)=O)C1 (1,2,3,10-tetrahydro-10-oxo-cyclopenta[d]pyrido[1,2-a]pyrimidine-7-carboxylic acid methyl ester), COC=1C=C(C=O)C=CC1 (3-methoxybenzaldehyde), C[O-].[Na+] (sodium methoxide). Solvent: CO (methanol). Yields the product COC=1C=C(C=C2CCC3=C2N=C2N(C3=O)C=C(C=C2)C(=O)O)C=CC1 (3-(3-methoxy-benzylidene)-1,2,3,10-tetrahydro-10-oxo-cyclopenta[d]pyrido[1,2-a]pyrimidine-7-carboxylic acid). RXN SMILES: C[O:2][C:3]([C:5]1[CH:6]=[CH:7][C:8]2[N:9]([CH:18]=1)[C:10](=[O:17])[C:11]1[CH2:16][CH2:15][CH2:14][C:12]=1[N:13]=2)=[O:4].[CH3:19][O:20][C:21]1[CH:22]=[C:23]([CH:26]=[CH:27][CH:28]=1)[CH:24]=O.C[O-].[Na+]>CO>[CH3:19][O:20][C:21]1[CH:22]=[C:23]([CH:26]=[CH:27][CH:28]=1)[CH:24]=[C:14]1[C:12]2[N:13]=[C:8]3[CH:7]=[CH:6][C:5]([C:3]([OH:2])=[O:4])=[CH:18][N:9]3[C:10](=[O:17])[C:11]=2[CH2:16][CH2:15]1 |f:2.3|. Procedure: 1,2,3,10-tetrahydro-10-oxo-cyclopenta[d]pyrido[1,2-a]pyrimidine-7-carboxylic acid methyl ester, m.p. 153°-154° C. (3.3 g) was reacted with 3-methoxybenzaldehyde (5.52 g) in methanol (145 g) in the presence of sodium methoxide (2.97 g) under stirring at reflux temperature for 144 hours. After cooling the precipitate was filtered and treated with formic acid and then with water: the crude compound was recovered by filtration, washed with water until neutral and crystallized from CH2Cl2 /methanol t... The reactants are FeCl3, Cl (HCl), CCOC(=O)C (EtOAc), COC(C1=C(C=CC(=C1)Br)N)=O (2-amino-5-bromo-benzoic acid methyl ester), C(#N)[Cu] (CuCN). Run in O (H2O), CN1CCCC1=O (NMP). The product is COC(C1=C(C=CC(=C1)C#N)N)=O (2-Amino-5-cyano-benzoic acid methyl ester). Yield: 85.0%. RXN SMILES: [CH3:1][O:2][C:3](=[O:12])[C:4]1[CH:9]=[C:8](Br)[CH:7]=[CH:6][C:5]=1[NH2:11].[C:13]([Cu])#[N:14].Cl.CCOC(C)=O>CN1C(=O)CCC1.O>[CH3:1][O:2][C:3](=[O:12])[C:4]1[CH:9]=[C:8]([C:13]#[N:14])[CH:7]=[CH:6][C:5]=1[NH2:11]. Reported procedure: A mixture of 2-amino-5-bromo-benzoic acid methyl ester (5.00 g, 21.7 mmol) and CuCN (2.34 g, 26.1 mmol, 2.0 M) in 25 ml of NMP was stirred at reflux for 5 h, then cooled to rt. The mixture was poured into a solution of hydrated FeCl3 (15 g of FeCl3.6H2O) and conc. HCl (2.2 ml) in 15 ml of H2O. The resulting mixture was stirred at 60° C. for 1 h, cooled to rt. Treated with 200 ml of EtOAc, the mixture was washed with H2O (40 ml), 1N NaOH (3×30 ml), brine (30 ml) and dried (Na2SO4). Removal of the... Reactants: COS(=O)(=O)OC, [H-], O=C1Cc2ccccc2N1, [Na+], Cc1ccccc1C. Product: CN1C(=O)Cc2ccccc21. As a reaction SMILES: [CH3:13][O:14][S:15]([O:16][CH3:17])(=[O:18])=[O:19].[H-:1].[NH:3]1[C:4](=[O:12])[CH2:5][c:6]2[cH:7][cH:8][cH:9][cH:10][c:11]21.[Na+:2].[c:20]1([CH3:21])[c:22]([CH3:23])[cH:24][cH:25][cH:26][cH:27]1>>[N:3]1([CH3:13])[C:4](=[O:12])[CH2:5][c:6]2[cH:7][cH:8][cH:9][cH:10][c:11]21. Reactants: O=C(O)C=Cc1ccc(Cl)cc1, O=S(Cl)Cl, c1ccccc1. The product is O=C(Cl)C=Cc1ccc(Cl)cc1. As a reaction SMILES: [Cl:5][c:6]1[cH:7][cH:8][c:9]([CH:10]=[CH:11][C:12](=[O:13])[OH:14])[cH:15][cH:16]1.[S:1]([Cl:2])([Cl:3])=[O:4].[cH:17]1[cH:18][cH:19][cH:20][cH:21][cH:22]1>>[Cl:3][C:12]([CH:11]=[CH:10][c:9]1[cH:8][cH:7][c:6]([Cl:5])[cH:16][cH:15]1)=[O:13]. Reactants: CC1=C(C(=CC=C1)C)NCC(C)NC1=C(C=C(C=C1C)C)C (1-(2',6'-Dimethylphenyl-amino)-2-(2',4',6'-trimethylphenyl-amino)-propane), CC1=C(N)C(=CC(=C1)C)C (2,4,6-trimethylaniline), ( c ), ClC(CNC1=C(C=CC=C1C)C)C (N-(β-chloropropyl)-2,6-dimethyl-aniline), ( a ). Yields the product CC1=C(C(=CC=C1)C)N1C(N(C(C1)C)C1=C(C=C(C=C1C)C)C)=N (1-(2',6'-Dimethylphenyl)-2-imino-3-(2',4',6'-trimethylphenyl)-4-methyl-imidazolidine). Yield: 87.6%. As a reaction SMILES: [CH3:1][C:2]1[CH:7]=[CH:6][CH:5]=[C:4]([CH3:8])[C:3]=1[NH:9][CH2:10][CH:11]([NH:13][C:14]1[C:19]([CH3:20])=[CH:18][C:17]([CH3:21])=[CH:16][C:15]=1[CH3:22])[CH3:12].ClC(C)[CH2:25][NH:26]C1C(C)=CC=CC=1C.CC1C=C(C)C=C(C)C=1N>>[CH3:1][C:2]1[CH:7]=[CH:6][CH:5]=[C:4]([CH3:8])[C:3]=1[N:9]1[CH2:10][CH:11]([CH3:12])[N:13]([C:14]2[C:19]([CH3:20])=[CH:18][C:17]([CH3:21])=[CH:16][C:15]=2[CH3:22])[C:25]1=[NH:26]. Procedure details: 1-(2',6'-Dimethylphenyl-amino)-2-(2',4',6'-trimethylphenyl-amino)-propane, applied as starting substance, is prepared by reacting N-(β-chloropropyl)-2,6-dimethyl-aniline, a compound prepared according to Example 3, Method (b), point (a), with 2,4,6-trimethylaniline under the conditions specified in Example 16, point (c). The aimed compound is obtained with a yield of 87.6%; m.p.: 128°-130° C. (dihydrochloride). The reactants are ClCC=1N(C=C(N1)C=1C(=NOC1C)C1=CC=CC=C1)C1=CC=C(C=C1)[N+](=O)[O-] (4-[2-chloromethyl-1-(4-nitro-phenyl)-1H-imidazol-4-yl]-5-methyl-3-phenyl-isoxazole), ClC=1C=C(CO)C=CC1 (3-chlorobenzyl alcohol), CC1=CC=C(CO)C=C1 (4-methylbenzyl alcohol). Product: ClC=1C=C(COCC=2N(C=C(N2)C=2C(=NOC2C)C2=CC=CC=C2)C2=CC=C(C=C2)[N+](=O)[O-])C=CC1 (4-[2-(3-Chloro-benzyloxymethyl)-1-(4-nitro-phenyl)-1H-imidazol-4-yl]-5-methyl-3-phenyl-isoxazole). Yield: 60.0%. RXN SMILES: Cl[CH2:2][C:3]1[N:4]([C:20]2[CH:25]=[CH:24][C:23]([N+:26]([O-:28])=[O:27])=[CH:22][CH:21]=2)[CH:5]=[C:6]([C:8]2[C:9]([C:14]3[CH:19]=[CH:18][CH:17]=[CH:16][CH:15]=3)=[N:10][O:11][C:12]=2[CH3:13])[N:7]=1.[Cl:29][C:30]1[CH:31]=[C:32]([CH:35]=[CH:36][CH:37]=1)[CH2:33][OH:34].CC1C=CC(CO)=CC=1>>[Cl:29][C:30]1[CH:31]=[C:32]([CH:35]=[CH:36][CH:37]=1)[CH2:33][O:34][CH2:2][C:3]1[N:4]([C:20]2[CH:25]=[CH:24][C:23]([N+:26]([O-:28])=[O:27])=[CH:22][CH:21]=2)[CH:5]=[C:6]([C:8]2[C:9]([C:14]3[CH:15]=[CH:16][CH:17]=[CH:18][CH:19]=3)=[N:10][O:11][C:12]=2[CH3:13])[N:7]=1. Reported procedure: As described for Example 153, 4-[2-chloromethyl-1-(4-nitro-phenyl)-1H-imidazol-4-yl]-5-methyl-3-phenyl-isoxazole (100 mg, 0.25 mmol), using 3-chlorobenzyl alcohol and KI (8.4 mg, 0.05 mmol) instead of 4-methylbenzyl alcohol, was converted to the title compound (76 mg, 60%) which was obtained as a light yellow solid. MS: m/e=501.4 [M+H]+.